Dataset: the Open Reaction Database (ORD), a public repository of structured organic reaction records. Task: describe an organic reaction: reactants, conditions, products, and yield The reactants are C(#N)C=1C=C(C=C(C1)F)[C@@H]1N(CC(C1)(F)F)C1=CC=2N(C=C1)N=CC2C(=O)OCC ((R)-ethyl 5-(2-(3-cyano-5-fluorophenyl)-4,4-difluoropyrrolidin-1-yl)pyrazolo[1,5-a]pyridine-3-carboxylate), [Li+].[OH-] (LiOH), C1CCOC1.CO.O (THF MeOH H2O). Run at temperature 50 celsius, time 12 hour. Product: C(=O)(O)C=1C=C(C=C(C1)F)[C@@H]1N(CC(C1)(F)F)C1=CC=2N(C=C1)N=CC2C(=O)O ((R)-5-(2-(3-carboxy-5-fluorophenyl)-4,4-difluoropyrrolidin-1-yl)pyrazolo[1,5-a]pyridine-3-carboxylic acid). As a reaction SMILES: [C:1]([C:3]1[CH:4]=[C:5]([C@H:10]2[CH2:14][C:13]([F:16])([F:15])[CH2:12][N:11]2[C:17]2[CH:22]=[CH:21][N:20]3[N:23]=[CH:24][C:25]([C:26]([O:28]CC)=[O:27])=[C:19]3[CH:18]=2)[CH:6]=[C:7]([F:9])[CH:8]=1)#N.[Li+].[OH-:32].C1COCC1.C[OH:39].O>>[C:1]([C:3]1[CH:4]=[C:5]([C@H:10]2[CH2:14][C:13]([F:15])([F:16])[CH2:12][N:11]2[C:17]2[CH:22]=[CH:21][N:20]3[N:23]=[CH:24][C:25]([C:26]([OH:28])=[O:27])=[C:19]3[CH:18]=2)[CH:6]=[C:7]([F:9])[CH:8]=1)([OH:39])=[O:32] |f:1.2,3.4.5|. Procedure details: A solution of (R)-ethyl 5-(2-(3-cyano-5-fluorophenyl)-4,4-difluoropyrrolidin-1-yl)pyrazolo[1,5-a]pyridine-3-carboxylate (X-8) (90 mg, 0.22 mmol) in THF:MeOH:H2O 3:2:1 (2.5 mL) was added LiOH (46 mg, 1.1 mmol) and stirred at 50° C. for 12 hours. The reaction was subsequently neutralized and concentrated to dryness. The crude product was purified by column chromatography on silica gel with DCM/MeOH gradient as eluant to yield (R)-5-(2-(3-carboxy-5-fluorophenyl)-4,4-difluoropyrrolidin-1-yl)pyrazolo... The reactants are [Li]CCCC (n-BuLi), CN(S(=O)(=O)N1C=NC=C1)C (N,N-dimethyl-1H-imidazole-1-sulfonamide), C1(=C(C=CC=C1)C1=CC=C(C=O)C=C1)C (p-tolyl benzaldehyde). Run in C1CCOC1 (THF). Run at temperature -78 celsius, time 30 minute. The product is OC(C=1N(C=CN1)S(=O)(=O)N(C)C)C1=CC=C(C=C1)C (2-[hydroxy(4-methylphenyl)methyl]-N,N-dimethyl-1H-imidazole-1-sulfonamide). RXN SMILES: [CH3:1][N:2]([CH3:11])[S:3]([N:6]1[CH:10]=[CH:9][N:8]=[CH:7]1)(=[O:5])=[O:4].[Li]CCCC.C1(C)C=CC=C[C:18]=1[C:23]1[CH:30]=[CH:29][C:26]([CH:27]=[O:28])=[CH:25][CH:24]=1>C1COCC1>[OH:28][CH:27]([C:26]1[CH:29]=[CH:30][C:23]([CH3:18])=[CH:24][CH:25]=1)[C:7]1[N:6]([S:3]([N:2]([CH3:11])[CH3:1])(=[O:4])=[O:5])[CH:10]=[CH:9][N:8]=1. Reported procedure: A suspension of N,N-dimethyl-1H-imidazole-1-sulfonamide (2.02 g) in THF (50 mL) was cooled to −78° C., and thereto was added dropwise n-BuLi (4.77 mL, 2.66 M hexane solution), and the mixture was stirred for 30 minutes. To the mixture was added p-tolyl benzaldehyde (2.08 g), and the mixture was warmed to room temperature over a period of 1 hour, and then stirred for 16 hours. The mixture was extracted with aqueous hydrochloric acid solution, washed with Et2O, and basified with an aqueous NaOH so...